This data is from the Open Reaction Database (ORD), a public repository of structured organic reaction records. The task is: describe an organic reaction: reactants, conditions, products, and yield The reactants are C(C)(C)NS(=O)(=O)C=1C=C2CC(NC2=CC1)=O (2-Oxo-2,3-dihydro-1H-indole-5-sulfonic acid isopropylamide), CN(C)C(OC)OC (N,N-dimethylformamidedimethylacetal), O (Water). Run in CN(C)C=O (DMF). Yields the product CN(C)C=C1C(NC2=CC=C(C=C12)S(=O)(=O)O)=O (3-Dimethylaminomethylene-2-oxo-2,3-dihydro-1H-indole-5-sulfonic acid). RXN SMILES: C(N[S:5]([C:8]1[CH:9]=[C:10]2[C:14](=[CH:15][CH:16]=1)[NH:13][C:12](=[O:17])[CH2:11]2)(=[O:7])=[O:6])(C)C.[CH3:18][N:19]([CH:21](OC)OC)[CH3:20].[OH2:26]>CN(C=O)C>[CH3:18][N:19]([CH:21]=[C:11]1[C:10]2[C:14](=[CH:15][CH:16]=[C:8]([S:5]([OH:6])(=[O:7])=[O:26])[CH:9]=2)[NH:13][C:12]1=[O:17])[CH3:20]. Reported procedure: A solution of rpm281 (0.180 g, 0.708 mmol) and N,N-dimethylformamidedimethylacetal (0.125 g, 0.85 mmol, 1.2 eq) in DMF (2 ml) was stirred for 1 h at room temperature. Water (7 ml) was added and the product extracted with ethyl acetate (3×10 ml). The organic extracts were collected, dried over Na2SO4 and the solvent evaporated under reduced pressure to give a yellow solid, which was used in the next step without further purification. Starting materials: N(=O)[O-].[Na+] (Sodium nitrite), CC1=C(N2[C@@H]([C@@H](C2=O)N)SC1)C(=O)O (7-ADCA), C(C)O (ethanol), Cl (hydrochloric acid). The solvent is [Cl-].[Na+].O (brine), O (water). Run at temperature 5 celsius, time 3.5 hour. Yields the product Cl[C@@H]1[C@@H]2N(C(=C(CS2)C)C(=O)O)C1=O (7α-chloro-3-methyl-3-cephem-4-carboxylic acid). As a reaction SMILES: [CH3:1][C:2]1[CH2:11][S:10][C@@H:5]2[C@H:6](N)[C:7](=[O:8])[N:4]2[C:3]=1[C:12]([OH:14])=[O:13].C(O)C.[ClH:18].N([O-])=O.[Na+]>[Cl-].[Na+].O.O>[Cl:18][C@H:6]1[C:7](=[O:8])[N:4]2[C:3]([C:12]([OH:14])=[O:13])=[C:2]([CH3:1])[CH2:11][S:10][C@H:5]12 |f:3.4,5.6.7|. Procedure: A mixture of 7-ADCA (25 g, 0.117 mol), ethanol (700 ml), water (163 ml) and concentrated hydrochloric acid (163 ml) was cooled to 5° C. Sodium nitrite (11.5 g, 0.167 mol) was added in small portions over 25 minutes and the mixture was stirred for 3.5 hours at 0°-5° C.; 300 ml of brine was added and the reaction mixture was extracted with methylene chloride. The organic extract was washed with water, brine, dried over sodium sulfate and concentrated (16.1 g, 58.9%). This crude acid was directly u... Reactants: [Na] (sodium), ClC1=C(C=C(S1)S(=O)(=O)N)C(=O)OCC (5-chloro-4-carboethoxythiophene-2-sulfonamide), Cl (HCl), [Na] (sodium), NCCS (2-aminoethanethiol). The solvent is C(C)O (ethanol). Conditions: time 5 minute. The product is S(N)(=O)(=O)C1=CC=2C(NCCSC2S1)=O (7-sulfamoyl-3,4-dihydrothieno[3,2-f]-1,4-thiazepin-5(2H)-one). As a reaction SMILES: [Na].[NH2:2][CH2:3][CH2:4][SH:5].Cl[C:7]1[S:11][C:10]([S:12]([NH2:15])(=[O:14])=[O:13])=[CH:9][C:8]=1[C:16](OCC)=[O:17].Cl>C(O)C>[S:12]([C:10]1[S:11][C:7]2[S:5][CH2:4][CH2:3][NH:2][C:16](=[O:17])[C:8]=2[CH:9]=1)(=[O:14])(=[O:13])[NH2:15] |^1:0|. Reported procedure: To a round bottomed flask were added ethanol (200 mL) followed by solid sodium (1.0 g, 43.5 mmole). After the sodium dissolved, 2-aminoethanethiol was added (1.57 g, 20.4 mmole). The reaction was stirred for approximately 5.0 minutes and 5-chloro-4-carboethoxythiophene-2-sulfonamide (5.0 g, 18.5 mmole) was added. The reaction was heated at reflux for 24 hrs. The cooled reaction mixture was acidified (6.0N HCl) and the solvent was removed under vacuum. The residue was triturated with water and th... The reactants are CC(C)S(=O)(=O)NC1CCCC1OCc1ccccc1, CCO. The product is CC(C)S(=O)(=O)NC1CCCC1O. As a reaction SMILES: [CH3:1][CH:2]([CH3:3])[S:4](=[O:5])(=[O:6])[NH:7][CH:8]1[CH:9]([O:13][CH2:14][c:15]2[cH:16][cH:17][cH:18][cH:19][cH:20]2)[CH2:10][CH2:11][CH2:12]1.[CH3:21][CH2:22][OH:23]>>[CH3:1][CH:2]([CH3:3])[S:4](=[O:5])(=[O:6])[NH:7][CH:8]1[CH:9]([OH:13])[CH2:10][CH2:11][CH2:12]1. The reactants are C(=O)C=1C=C(OCC(=O)N2CCN(CC2)C(=O)OC(C)(C)C)C=CC1 (tert-butyl 4-(2-(3-formylphenoxy)acetyl)piperazine-1-carboxylate), C(=O)C=1C=C(OCC(=O)N2CCN(CC2)C(=O)OC(C)(C)C)C=CC1 (Tert-Butyl 4-(2-(3-formylphenoxy)acetyl)piperazine-1-carboxylate), C(=O)(C(F)(F)F)O (TFA). Run in C(Cl)Cl (DCM). Conditions: time 16 hour. The product is O=C(COC=1C=C(C=O)C=CC1)N1CCNCC1 (3-(2-oxo-2-(piperazin-1-yl)ethoxy)benzaldehyde). Reaction SMILES: [CH:1]([C:3]1[CH:4]=[C:5]([CH:23]=[CH:24][CH:25]=1)[O:6][CH2:7][C:8]([N:10]1[CH2:15][CH2:14][N:13](C(OC(C)(C)C)=O)[CH2:12][CH2:11]1)=[O:9])=[O:2].C(O)(C(F)(F)F)=O>C(Cl)Cl>[O:9]=[C:8]([N:10]1[CH2:15][CH2:14][NH:13][CH2:12][CH2:11]1)[CH2:7][O:6][C:5]1[CH:4]=[C:3]([CH:25]=[CH:24][CH:23]=1)[CH:1]=[O:2]. Procedure: tert-butyl 4-(2-(3-formylphenoxy)acetyl)piperazine-1-carboxylate (49)/(5.55 mmol) was taken in DCM and cooled to 0° C. when TFA (5 ml) was added drop wise and then stirred at rt for 16 h when TLC confirmed completion of reaction. The reaction mixture was concentrated and neutralized with satd NaHCO3 solution followed by extraction with DCM. The combined organic extracts was dried, concentrated and used directly for the next step (86%). LCMS: 98.12% (M++1).